This data is from the Open Reaction Database (ORD), a public repository of structured organic reaction records. The task is: describe an organic reaction: reactants, conditions, products, and yield Reactants: C(=O)[O-].[Na+] (sodium formate), alcohol, C(C)(=O)C1=CC=CC=C1 (acetophenone), [H][H] (hydrogen), O (water). Solvent: C(=O)O (formic acid). Yields the product C=1C=CC(=CC1)CCO (phenylethanol). Reaction SMILES: [CH:1]([O-:3])=O.[Na+].[H][H].O.[C:8]([C:11]1[CH:16]=[CH:15][CH:14]=[CH:13][CH:12]=1)(=O)C>C(O)=O>[CH:14]1[CH:13]=[CH:12][C:11]([CH2:8][CH2:1][OH:3])=[CH:16][CH:15]=1 |f:0.1|. Procedure details: Then Non-patent Literature 3 suggested a method to use sodium formate as the hydrogen source under a condition of a two-phase reaction system where water is employed as the solvent. In this method, although there is a large increase in the reaction rate and an improvement in the S/C ratio (substrate/catalyst molar ratio) compared to the reaction using formic acid, the optical purity of the alcohol is decreased. For example, a reaction of an acetophenone gives phenylethanol at 97% ee using formic... The reactants are C(#N)C=1C=C(COC2=CC=3C=C4N(C3C=C2)CCC4CC(=O)OC(C)(C)C)C=CC1OC(C)C (tert-Butyl 2-(7-(3-cyano-4-isopropoxybenzyloxy)-2,3-dihydro-1H-pyrrolo[1,2-a]indol-1-yl)acetate), C1CC(=O)N(C1=O)I (NIS). Solvent: C(Cl)Cl (DCM), CC(C)(C)OC (MTBE). Conditions: temperature 0 celsius. Yields the product C(#N)C=1C=C(COC2=CC=3C(=C4N(C3C=C2)CCC4CC(=O)OC(C)(C)C)I)C=CC1OC(C)C (tert-Butyl 2-(7-(3-Cyano-4-isopropoxybenzyloxy)-9-iodo-2,3-dihydro-1H-pyrrolo[1,2-a]indol-1-yl)acetate). Yield: 98.5%. RXN SMILES: [C:1]([C:3]1[CH:4]=[C:5]([CH:28]=[CH:29][C:30]=1[O:31][CH:32]([CH3:34])[CH3:33])[CH2:6][O:7][C:8]1[CH:16]=[CH:15][C:14]2[N:13]3[CH2:17][CH2:18][CH:19]([CH2:20][C:21]([O:23][C:24]([CH3:27])([CH3:26])[CH3:25])=[O:22])[C:12]3=[CH:11][C:10]=2[CH:9]=1)#[N:2].C1C(=O)N([I:42])C(=O)C1>C(Cl)Cl.CC(OC)(C)C>[C:1]([C:3]1[CH:4]=[C:5]([CH:28]=[CH:29][C:30]=1[O:31][CH:32]([CH3:34])[CH3:33])[CH2:6][O:7][C:8]1[CH:16]=[CH:15][C:14]2[N:13]3[CH2:17][CH2:18][CH:19]([CH2:20][C:21]([O:23][C:24]([CH3:25])([CH3:26])[CH3:27])=[O:22])[C:12]3=[C:11]([I:42])[C:10]=2[CH:9]=1)#[N:2]. Procedure: tert-Butyl 2-(7-(3-cyano-4-isopropoxybenzyloxy)-2,3-dihydro-1H-pyrrolo[1,2-a]indol-1-yl)acetate (0.576 g, 1.251 mmol) was dissolved in DCM (12.51 mL). The reaction mixture was cooled to 0° C., and NIS (0.295 g, 1.313 mmol) was added while stirring. After stirring at 0° C. for 50 min, the reaction mixture was diluted with MTBE (60 mL), washed with water (2×20 mL), 2 M sodium thiosulfate (2×12.5 mL), brine (10 mL), and dried over MgSO4. The solvent was evaporated in vacuo to give the title compoun... Reactants: CC(C(=O)N)(C)OC1=CC=C(C=C1)OC(CC)C (methyl 2-[4-(1-methylpropoxy)phenoxy]propanamide), Cl (HCl), O (water). Solvent: C1CCOC1 (THF), C1CCOC1 (THF). Run at time 48 hour. The product is CC(CC)OC1=CC=C(OC(CN)C)C=C1 (2-[4-(1-methylpropoxy)phenoxy]propylamine). As a reaction SMILES: [CH3:1][C:2]([O:7][C:8]1[CH:13]=[CH:12][C:11]([O:14][CH:15]([CH3:18])[CH2:16][CH3:17])=[CH:10][CH:9]=1)(C)[C:3]([NH2:5])=O.O.Cl>C1COCC1>[CH3:18][CH:15]([O:14][C:11]1[CH:12]=[CH:13][C:8]([O:7][CH:2]([CH3:1])[CH2:3][NH2:5])=[CH:9][CH:10]=1)[CH2:16][CH3:17]. Reported procedure: To the above propanamide (1.32 g, 5.6 mmol) in 10 ml of THF at 0° is added dropwise 0.97 M BH3 -THF (35 ml) over 40 min. The solution is heated under reflux overnight and is then allowed to sit at RT for 48 hours, after which 10 ml of water is added dropwise over 30 min., followed by dropwise addition of 20 ml of aqueous 5N HCl. The THF is removed by distillation, and the aqueous phase is saturated with NaOH pellets and extracted with ether (3×). The combined organic layers are washed with water...